From a dataset of the Open Reaction Database (ORD), a public repository of structured organic reaction records. describe an organic reaction: reactants, conditions, products, and yield The reactants are ClC=1C=C(OC[C@H](CN[C@@H](CO[Si](C)(C)C(C)(C)C)C)O)C=CC1 (1(S)-(3-chlorophenoxymethyl)-2-[2-t-butyldimethylsilyloxy-1(R)-methylethylamino]ethanol), N,N'-carbonyldiimidazole, CN(C=O)C (dimethylformamide). Yields the product [Si](C)(C)(C(C)(C)C)OC[C@@H](C)N1C(O[C@@H](C1)COC1=CC(=CC=C1)Cl)=O (3-[2-t-Butyldimethylsilyloxy-1(R)-methylethyl]-5(S)-(3-chlorophenoxymethyl)oxazolidin-2-one). RXN SMILES: [Cl:1][C:2]1[CH:3]=[C:4]([CH:22]=[CH:23][CH:24]=1)[O:5][CH2:6][C@@H:7]([OH:21])[CH2:8][NH:9][C@H:10]([CH3:20])[CH2:11][O:12][Si:13]([C:16]([CH3:19])([CH3:18])[CH3:17])([CH3:15])[CH3:14].CN(C)[CH:27]=[O:28]>>[Si:13]([O:12][CH2:11][C@H:10]([N:9]1[CH2:8][C@@H:7]([CH2:6][O:5][C:4]2[CH:22]=[CH:23][CH:24]=[C:2]([Cl:1])[CH:3]=2)[O:21][C:27]1=[O:28])[CH3:20])([C:16]([CH3:17])([CH3:18])[CH3:19])([CH3:14])[CH3:15]. Reported procedure: A procedure similar to that described in Preparation 11 was repeated, except that 0.92 g of 1(S)-(3-chlorophenoxymethyl)-2-[2-t-butyldimethylsilyloxy-1(R)-methylethylamino]ethanol (prepared as described in Preparation 26), 0.48 g of N,N'-carbonyldiimidazole and 10 ml of anhydrous dimethylformamide were used, to give 0.92 g of the title compound having an Rf value of 0.25 (on silica gel thin layer chromatography, using a 1:2 by volume mixture of ethyl acetate and hexane as the developing solvent)... Solvent: C(Cl)Cl (DCM), C([O-])(O)=O.[Na+] (sodium bicarbonate), C(Cl)(Cl)Cl (chloroform), C(Cl)(Cl)Cl (chloroform). RXN SMILES: [O:1]=[C:2]1[NH:10][C:5]2=[N:6][CH:7]=[CH:8][CH:9]=[C:4]2[C@:3]21[CH2:24][C:13]1[CH:14]=[C:15]3[C:20](=[CH:21][C:12]=1[CH2:11]2)[N:19]=[CH:18][C:17]([CH:22]=O)=[CH:16]3.CC(O)=O.Cl.Cl.[NH2:31][CH2:32][CH:33]([C:45]1[CH:50]=[CH:49][CH:48]=[CH:47][CH:46]=1)[CH2:34][NH:35][C:36]1([C:41]([O:43][CH3:44])=[O:42])[CH2:40][CH2:39][CH2:38][CH2:37]1.CCN(C(C)C)C(C)C.C(O[BH-](OC(=O)C)OC(=O)C)(=O)C.[Na+]>C(Cl)(Cl)Cl.C(Cl)Cl.C(=O)(O)[O-].[Na+]>[O:1]=[C:2]1[NH:10][C:5]2=[N:6][CH:7]=[CH:8][CH:9]=[C:4]2[C@:3]21[CH2:24][C:13]1[CH:14]=[C:15]3[C:20](=[CH:21][C:12]=1[CH2:11]2)[N:19]=[CH:18][C:17]([CH2:22][NH:31][CH2:32][CH:33]([C:45]1[CH:50]=[CH:49][CH:48]=[CH:47][CH:46]=1)[CH2:34][NH:35][C:36]1([C:41]([O:43][CH3:44])=[O:42])[CH2:40][CH2:39][CH2:38][CH2:37]1)=[CH:16]3 |f:2.3.4,6.7,10.11|. Starting materials: C(C)(=O)O[BH-](OC(C)=O)OC(C)=O.[Na+] (sodium triacetoxyborohydride), Cl.Cl.NCC(CNC1(CCCC1)C(=O)OC)C1=CC=CC=C1 (methyl 1-[(3-amino-2-phenylpropyl)amino]cyclopentanecarboxylate dihydrochloride), CCN(C(C)C)C(C)C (Hunig's base), O=C1[C@]2(C=3C(=NC=CC3)N1)CC1=C(C=C3C=C(C=NC3=C1)C=O)C2 ((7S)-2′-oxo-1′,2′,6,8-tetrahydrospiro[cyclopenta[g]quinoline-7,3′-pyrrolo[2,3-b]pyridine]-3-carbaldehyde), O=C1[C@]2(C=3C(=NC=CC3)N1)CC1=C(C=C3C=C(C=NC3=C1)C=O)C2 ((7S)-2′-oxo-1′,2′,6,8-tetrahydrospiro[cyclopenta[g]quinoline-7,3′-pyrrolo[2,3-b]pyridine]-3-carbaldehyde), CC(=O)O (HOAc). Reported procedure: To a stirred suspension of 2′-oxo-1′,2′, 6,8-tetrahydrospiro[cyclopenta[g]quinoline-7,3′-pyrrolo[2,3-b]pyridine]-3-carbaldehyde (80.0 mg, 0.254 mmol, Intermediate 1) and HOAc (31 μL, 0.533 mmol) in dry chloroform (3 mL) was added a solution of methyl 1-[(3-amino-2-phenylpropyl)amino]cyclopentanecarboxylate dihydrochloride from Step D (106 mg, 0.304 mmol) and Hunig's base (106 μL, 0.609 mmol) in dry chloroform (2 mL). After 15 minutes, sodium triacetoxyborohydride (108 mg, 0.507 mmol) was added. ... The product is O=C1[C@]2(C=3C(=NC=CC3)N1)CC1=C(C=C3C=C(C=NC3=C1)CNCC(CNC1(CCCC1)C(=O)OC)C1=CC=CC=C1)C2 (Methyl 1-{[3-({[(7S)-2′-oxo-1′,2′,6,8-tetrahydrospiro[cyclopenta[g]quinoline-7,3′-pyrrolo[2,3-b]pyridin]-3-yl]methyl}amino)-2-phenylpropyl]amino}cyclo-pentanecarboxylate). Conditions: time 15 minute. Starting materials: CC(=O)c1csc(-c2ccc(Cl)cc2)c1O, NNC(=O)c1ccc(C(=O)NCc2ccccn2)s1. The product is CC(=NNC(=O)c1ccc(C(=O)NCc2ccccn2)s1)c1csc(-c2ccc(Cl)cc2)c1O. RXN SMILES: [Cl:1][c:2]1[cH:3][cH:4][c:5](-[c:8]2[s:9][cH:10][c:11]([C:14](=[O:15])[CH3:16])[c:12]2[OH:13])[cH:6][cH:7]1.[c:17]1([CH2:23][NH:24][C:25](=[O:26])[c:27]2[s:28][c:29]([C:32](=[O:33])[NH:34][NH2:35])[cH:30][cH:31]2)[cH:18][cH:19][cH:20][cH:21][n:22]1>>[Cl:1][c:2]1[cH:3][cH:4][c:5](-[c:8]2[s:9][cH:10][c:11]([C:14]([CH3:16])=[N:35][NH:34][C:32]([c:29]3[s:28][c:27]([C:25]([NH:24][CH2:23][c:17]4[cH:18][cH:19][cH:20][cH:21][n:22]4)=[O:26])[cH:31][cH:30]3)=[O:33])[c:12]2[OH:13])[cH:6][cH:7]1. Reactants: CO (Methanol), compound, COC1=CC=C2C(C=C(OC2=C1)C1=CC=CC=C1)=O (7-Methoxy-2-phenyl-chromen-4-one), B(Br)(Br)Br (BBr3). Run in C(Cl)Cl (methylenechloride). Run at time 1 hour. Product: OC1=CC=C2C(C=C(OC2=C1)C1=CC=CC=C1)=O (7-Hydroxy-2-phenyl-chromen-4-one). Isolated yield 64.0%. Reaction SMILES: C[O:2][C:3]1[CH:12]=[C:11]2[C:6]([C:7](=[O:19])[CH:8]=[C:9]([C:13]3[CH:18]=[CH:17][CH:16]=[CH:15][CH:14]=3)[O:10]2)=[CH:5][CH:4]=1.B(Br)(Br)Br.CO>C(Cl)Cl>[OH:2][C:3]1[CH:12]=[C:11]2[C:6]([C:7](=[O:19])[CH:8]=[C:9]([C:13]3[CH:18]=[CH:17][CH:16]=[CH:15][CH:14]=3)[O:10]2)=[CH:5][CH:4]=1. Procedure: 100 mg (0.4 mmol) of compound 7-methoxy-2-phenyl-chromen-4-one obtained in Example 2 was dissolved in methylenechloride, and 2.0 molar equivalents of BBr3 was added thereto. The mixture was stirred for 1 hour. Methanol was added to the mixture, and then solvent was removed by distillation under reduced pressure. The residue was purified by silica gel column chromatography (eluent: methylenechloride/methanol=5/95, v/v) to give the title compound in a yield of 64%. Starting materials: O=C1CCC(=O)N1Br, ClC(Cl)(Cl)Cl, CCOC(=O)C=C(C)C, CC(C)(C#N)N=NC(C)(C)C#N. The product is CCOC(=O)C=C(C)CBr. As a reaction SMILES: [Br:10][N:11]1[C:12](=[O:13])[CH2:14][CH2:15][C:16]1=[O:17].[C:30]([Cl:31])([Cl:32])([Cl:33])[Cl:34].[CH3:1][C:2](=[CH:3][C:4](=[O:5])[O:6][CH2:7][CH3:8])[CH3:9].[N:18]#[C:19][C:20]([N:21]=[N:22][C:23]([C:24]#[N:25])([CH3:26])[CH3:27])([CH3:28])[CH3:29]>>[CH2:1]([C:2](=[CH:3][C:4](=[O:5])[O:6][CH2:7][CH3:8])[CH3:9])[Br:10]. Reactants: C(C)OC(=O)C1=NC2=CC=C(C=C2C(=N1)O)O (4,6-Dihydroxy-quinazoline-2-carboxylic acid ethyl ester), N (ammonia). Run in CO (methanol). Run at time 3 hour. Product: OC1=NC(=NC2=CC=C(C=C12)O)C(=O)N (4,6-Dihydroxy-quinazoline-2-carboxylic acid amide). Reaction SMILES: C([O:3][C:4]([C:6]1[N:15]=[C:14]([OH:16])[C:13]2[C:8](=[CH:9][CH:10]=[C:11]([OH:17])[CH:12]=2)[N:7]=1)=O)C.[NH3:18]>CO>[OH:16][C:14]1[C:13]2[C:8](=[CH:9][CH:10]=[C:11]([OH:17])[CH:12]=2)[N:7]=[C:6]([C:4]([NH2:18])=[O:3])[N:15]=1. Reported procedure: 4,6-Dihydroxy-quinazoline-2-carboxylic acid ethyl ester (11 mmol) is dissolved in methanol (50 ml) containing ammonia (4N). The mixture is stirred for 3 hours and the solid material formed is filtered off. A pale powder with mp. 305° C. (decomposition) is obtained. The reactants are O1[C@@H]2[C@H](NC(C1)=O)CCOC1=C2C=CC=C1 (Cis-4a,5,6,11b-tetrahydro-2H-[1]benzoxepino[5,4-b]-1,4-oxazine-3(4H)-one), [H-].[Al+3].[Li+].[H-].[H-].[H-] (lithium aluminum hydride), O1CCCC1 (tetrahydrofuran), [OH-].[Na+] (NaOH). Reaction conditions: time 8 hour. Product: C(\C=C/C(=O)O)(=O)O.O1[C@@H]2[C@H](NCC1)CCOC1=C2C=CC=C1 (Cis-3,4,4a,5,6,11b-Hexahydro-2H-[1]benzoxepino[5,4-b]-1,4-oxazine maleate). As a reaction SMILES: [O:1]1[CH2:6][C:5](=O)[NH:4][C@@H:3]2[CH2:8][CH2:9][O:10][C:11]3[CH:16]=[CH:15][CH:14]=[CH:13][C:12]=3[C@H:2]12.[H-].[Al+3].[Li+].[H-].[H-].[H-].[OH-:23].[Na+].[O:25]1CCCC1>>[C:2]([OH:1])(=[O:25])/[CH:3]=[CH:8]\[C:9]([OH:10])=[O:23].[O:1]1[CH2:6][CH2:5][NH:4][C@@H:3]2[CH2:8][CH2:9][O:10][C:11]3[CH:16]=[CH:15][CH:14]=[CH:13][C:12]=3[C@H:2]12 |f:1.2.3.4.5.6,7.8,10.11|. Procedure details: Cis-4a,5,6,11b-tetrahydro-2H-[1]benzoxepino[5,4-b]-1,4-oxazine-3(4H)-one (0.01M) was added via a solution funnel to a suspension of 0.005M lithium aluminum hydride in 100 ml of dry tetrahydrofuran. The mixture was refluxed for five hours, cooled in ice and decomposed with 15% NaOH. After stirring overnight the mixture was filtered and the solvent removed from the filtrate. The residue was dissolved in ether and treated with a solution of maleic acid in ether to give the title compound. An analyt...